From a dataset of the Open Reaction Database (ORD), a public repository of structured organic reaction records. describe an organic reaction: reactants, conditions, products, and yield The reactants are C(C)OC(=O)C=1N=C(SC1C(=O)OCC)C1=CC(=C(C=C1)OCC)OCC (4,5-diethoxycarbonyl-2-(3,4-diethoxyphenyl)thiazole), O.NN (hydrazine hydrate). Solvent: C(C)O (ethanol). Run at temperature 130 celsius. The product is C(C)OC=1C=C(C=CC1OCC)C=1SC2=C(C(NNC2=O)=O)N1 (2-(3,4-diethoxyphenyl)-5,6-dihydrothiazolo[4,5-d]pyridazine-4,7-dione). Reaction SMILES: C([O:3][C:4]([C:6]1[N:7]=[C:8]([C:16]2[CH:21]=[CH:20][C:19]([O:22][CH2:23][CH3:24])=[C:18]([O:25][CH2:26][CH3:27])[CH:17]=2)[S:9][C:10]=1[C:11](OCC)=[O:12])=O)C.O.[NH2:29][NH2:30]>C(O)C>[CH2:26]([O:25][C:18]1[CH:17]=[C:16]([C:8]2[S:9][C:10]3[C:11](=[O:12])[NH:30][NH:29][C:4](=[O:3])[C:6]=3[N:7]=2)[CH:21]=[CH:20][C:19]=1[O:22][CH2:23][CH3:24])[CH3:27] |f:1.2|. Reported procedure: In 4 ml of ethanol was suspended 1 g of 4,5-diethoxycarbonyl-2-(3,4-diethoxyphenyl)thiazole. Thereto was added 2 ml of hydrazine hydrate. The mixture was sealed in a tube and heated at 130° C. for 48 hours. After cooling, the resulting crystals were collected by filtration, washed with ethanol, dried and recrystallized from dimethylformamide to obtain 220 mg of 2-(3,4-diethoxyphenyl)-5,6-dihydrothiazolo[4,5-d]pyridazine-4,7-dione. The product is CC1CN(Cc2ccc(COc3cccc4c3CN(C(CCC(N)=O)C(=O)OC(C)(C)C)C4=O)cc2)CC(C)O1. Starting materials: CC1CNCC(C)O1, CC#N, CCN(C(C)C)C(C)C, CC(C)(C)OC(=O)C(CCC(N)=O)N1Cc2c(OCc3ccc(CCl)cc3)cccc2C1=O. As a reaction SMILES: [CH3:34][CH:35]1[O:36][CH:37]([CH3:41])[CH2:38][NH:39][CH2:40]1.[CH3:51][C:52]#[N:53].[CH:42]([N:43]([CH2:44][CH3:45])[CH:46]([CH3:47])[CH3:48])([CH3:49])[CH3:50].[NH2:1][C:2]([CH2:3][CH2:4][CH:5]([C:6](=[O:7])[O:8][C:9]([CH3:10])([CH3:11])[CH3:12])[N:13]1[C:14](=[O:32])[c:15]2[cH:16][cH:17][cH:18][c:19]([O:22][CH2:23][c:24]3[cH:25][cH:26][c:27]([CH2:30][Cl:31])[cH:28][cH:29]3)[c:20]2[CH2:21]1)=[O:33]>>[NH2:1][C:2]([CH2:3][CH2:4][CH:5]([C:6](=[O:7])[O:8][C:9]([CH3:10])([CH3:11])[CH3:12])[N:13]1[C:14](=[O:32])[c:15]2[cH:16][cH:17][cH:18][c:19]([O:22][CH2:23][c:24]3[cH:25][cH:26][c:27]([CH2:30][N:39]4[CH2:38][CH:37]([CH3:41])[O:36][CH:35]([CH3:34])[CH2:40]4)[cH:28][cH:29]3)[c:20]2[CH2:21]1)=[O:33].